Task: describe an organic reaction: reactants, conditions, products, and yield. Dataset: the Open Reaction Database (ORD), a public repository of structured organic reaction records Reactants: NC1C2CC3CC(C2)CC1C3, Cl, [Na+], [OH-], O=[N+]([O-])O, O=S(=O)(O)O. Yields the product NC1C2CC3CC1CC(O)(C3)C2. As a reaction SMILES: [CH:7]12[CH:8]([NH2:17])[CH:9]3[CH2:10][CH:11]([CH2:12][CH:13]([CH2:14]1)[CH2:15]3)[CH2:16]2.[ClH:6].[Na+:19].[OH-:18].[OH:20][N+:21](=[O:22])[O-:23].[S:1](=[O:2])(=[O:3])([OH:4])[OH:5]>>[CH:7]12[CH:8]([NH2:17])[CH:9]3[CH2:10][CH:11]([CH2:12][C:13]([OH:18])([CH2:14]1)[CH2:15]3)[CH2:16]2. Reactants: COCCOC, CS(=O)c1nc(N)nc(-c2ccco2)c1C#N, NCCNc1ccccn1. Yields the product N#Cc1c(NCCNc2ccccn2)nc(N)nc1-c1ccco1. Reaction SMILES: [CH3:28][O:29][CH2:30][CH2:31][O:32][CH3:33].[NH2:1][c:2]1[n:3][c:4]([S:15]([CH3:16])=[O:17])[c:5]([C:13]#[N:14])[c:6](-[c:8]2[o:9][cH:10][cH:11][cH:12]2)[n:7]1.[n:18]1[c:19]([NH:24][CH2:25][CH2:26][NH2:27])[cH:20][cH:21][cH:22][cH:23]1>>[NH2:1][c:2]1[n:3][c:4]([NH:27][CH2:26][CH2:25][NH:24][c:19]2[n:18][cH:23][cH:22][cH:21][cH:20]2)[c:5]([C:13]#[N:14])[c:6](-[c:8]2[o:9][cH:10][cH:11][cH:12]2)[n:7]1. Starting materials: ClC1=NC=CC(=N1)N1C(NC(C(=C1)C1C2=C(C=CC3=C1C=CC(=C3)CC)C=C(C=C2)O[Si](C)(C)C(C)(C)C)=O)=O (1-[2-Chloropyrimidin-4-yl]-5-[2-ethyl-8-[(1,1-dimethylethyl)dimethylsilyloxy]-5H-dibenzo[a,d]cyclohepten-5-yl]-2,4(1H,3H)-pyrimidinedione), C(=O)(O)C1CNC1 (3-carboxyazetidine), C(C)(C)N(C(C)C)CC (N,N-diisopropylethylamine). Solvent: CN1C(CCC1)=O (1-methyl-2-pyrrolidinone). Reaction conditions: temperature 90 celsius. Yields the product C(C)C1=CC2=C(C(C3=C(C=C2)C=C(C=C3)O)C=3C(NC(N(C3)C3=NC(=NC=C3)N3CC(C3)C(=O)O)=O)=O)C=C1 ((±)N-[4-[5-{2-Ethyl-8-hydroxy-5H-dibenzo [a,d]cyclohepten-5-yl}-3,4-dihydro-2,4-dioxo-1(2H)-pyrimidinyl]pyrimidin-2-yl]-3-azetidinecarboxylic acid). RXN SMILES: Cl[C:2]1[N:7]=[C:6]([N:8]2[CH:13]=[C:12]([CH:14]3[C:20]4[CH:21]=[CH:22][C:23]([CH2:25][CH3:26])=[CH:24][C:19]=4[CH:18]=[CH:17][C:16]4[CH:27]=[C:28]([O:31][Si](C(C)(C)C)(C)C)[CH:29]=[CH:30][C:15]3=4)[C:11](=[O:39])[NH:10][C:9]2=[O:40])[CH:5]=[CH:4][N:3]=1.[C:41]([CH:44]1[CH2:47][NH:46][CH2:45]1)([OH:43])=[O:42].C(N(CC)C(C)C)(C)C>CN1CCCC1=O>[CH2:25]([C:23]1[CH:24]=[CH:19][C:20]2[CH:14]([C:12]3[C:11](=[O:39])[NH:10][C:9](=[O:40])[N:8]([C:6]4[CH:5]=[CH:4][N:3]=[C:2]([N:46]5[CH2:47][CH:44]([C:41]([OH:43])=[O:42])[CH2:45]5)[N:7]=4)[CH:13]=3)[C:15]3[CH:30]=[CH:29][C:28]([OH:31])=[CH:27][C:16]=3[CH:17]=[CH:18][C:21]=2[CH:22]=1)[CH3:26]. Procedure: A mixture of the product from step (viii) (0.5 g), 3-carboxyazetidine (0.13 g) and N,N-diisopropylethylamine (0.52 ml) in 1-methyl-2-pyrrolidinone (10 ml) was heated at 90° C. for 6 hours and partitioned between ethyl acetate and 1M HCl. The organic phase was washed with water, dried (MgSO4) and concentrated in vacuo to 10 ml. Isohexane (5 ml) was added and the product was collected by filtration. Yield 0.25 g. Reactants: O=c1c2ccc(OCC(O)CNC3CCc4ccccc4C3)cc2oc2cccc(O)c12, CCO, Cl, O=c1c2ccc(OCC3CO3)cc2oc2cccc(O)c12. Product: NC1CCc2ccccc2C1. Reaction SMILES: [CH2:23]1[CH:24]([NH:33][CH2:34][CH:35]([OH:36])[CH2:37][O:38][c:39]2[cH:40][c:41]3[c:42]([cH:43][cH:44]2)[c:45](=[O:46])[c:47]2[c:48]([OH:49])[cH:50][cH:51][cH:52][c:53]2[o:54]3)[CH2:25][CH2:26][c:27]2[cH:28][cH:29][cH:30][cH:31][c:32]21.[CH3:55][CH2:56][OH:57].[ClH:22].[O:1]1[CH2:2][CH:3]1[CH2:4][O:5][c:6]1[cH:7][c:8]2[c:9]([cH:10][cH:11]1)[c:12](=[O:13])[c:14]1[c:15]([OH:16])[cH:17][cH:18][cH:19][c:20]1[o:21]2>>[CH2:23]1[CH:24]([NH2:33])[CH2:25][CH2:26][c:27]2[cH:28][cH:29][cH:30][cH:31][c:32]21. The reactants are [Br-].C(C)OC(CC[Zn+])=O ((3-ethoxy-3-oxopropyl)zinc(II) bromide), BrC=1C=C2CCC=3C(=NOC3C=3C=CC(=C(C#N)C3)OC(C)C)C2=CC1 (5-(7-Bromo-4,5-dihydronaphtho[1,2-c]isoxazol-3-yl)-2-isopropoxybenzonitrile). The reagents and catalysts are CC1=C([P](C2=C(C)C=CC=C2)([Pd]([P](C3=C(C)C=CC=C3)(C4=C(C)C=CC=C4)C(C=CC=C5)=C5C)(Cl)Cl)C6=C(C)C=CC=C6)C=CC=C1 (dichlorobis(tri-o-tolylphosphine)palladium(II)). Run in C1CCOC1 (THF). Run at time 18 hour. Product: C(#N)C=1C=C(C=CC1OC(C)C)C1=C2C(=NO1)C1=CC=C(C=C1CC2)CCC(=O)OCC (Ethyl 3-(3-(3-cyano-4-isopropoxyphenyl)-4,5-dihydronaphtho[1,2-c]isoxazol-7-yl)propanoate). As a reaction SMILES: Br[C:2]1[CH:3]=[C:4]2[C:24](=[CH:25][CH:26]=1)[C:8]1=[N:9][O:10][C:11]([C:12]3[CH:13]=[CH:14][C:15]([O:20][CH:21]([CH3:23])[CH3:22])=[C:16]([CH:19]=3)[C:17]#[N:18])=[C:7]1[CH2:6][CH2:5]2.[Br-].[CH2:28]([O:30][C:31](=[O:35])[CH2:32][CH2:33][Zn+])[CH3:29]>CC1C=CC=CC=1[P](C1C=CC=CC=1C)([Pd](Cl)(Cl)[P](C1=C(C)C=CC=C1)(C1C=CC=CC=1C)C1C=CC=CC=1C)C1C=CC=CC=1C.C1COCC1>[C:17]([C:16]1[CH:19]=[C:12]([C:11]2[O:10][N:9]=[C:8]3[C:24]4[C:4]([CH2:5][CH2:6][C:7]=23)=[CH:3][C:2]([CH2:33][CH2:32][C:31]([O:30][CH2:28][CH3:29])=[O:35])=[CH:26][CH:25]=4)[CH:13]=[CH:14][C:15]=1[O:20][CH:21]([CH3:23])[CH3:22])#[N:18] |f:1.2,^1:42,53|. Reported procedure: To 5-(7-bromo-4,5-dihydronaphtho[1,2-c]isoxazol-3-yl)-2-isopropoxybenzonitrile (Preparation 15B, 0.1 g, 0.244 mmol) in a 2-dram vial was added THF (1 mL). The vial was purged with nitrogen gas for 3 min and (3-ethoxy-3-oxopropyl)zinc(II) bromide (0.5 M in THF) (0.977 mL, 0.489 mmol) was added followed by dichlorobis(tri-o-tolylphosphine)palladium(II) (1.921 mg, 2.443 μmol) at room temperature. The vial was again purged with nitrogen gas for 30 seconds and the pale yellow heterogeneous reaction m... The reactants are C(C=1C(N)=CC=CC1)(=O)N (anthranilamide), N1=CC=C(C=C1)C=O (4-pyridine carboxaldehyde), ClC=1C(C(=C(C(C1Cl)=O)C#N)C#N)=O (2,3 dichloro-5,6-dicyano-1,4-benzoquinone). Run in CO (methanol). The product is N1=CC=C(C=C1)C1=NC2=CC=CC=C2C(N1)=O (2-Pyridin-4-ylquinazolin-4(3H)-one). The yield is 85.0%. As a reaction SMILES: [C:1]([NH2:10])(=[O:9])[C:2]1[C:3](=[CH:5][CH:6]=[CH:7][CH:8]=1)[NH2:4].[N:11]1[CH:16]=[CH:15][C:14]([CH:17]=O)=[CH:13][CH:12]=1.ClC1C(=O)C(C#N)=C(C#N)C(=O)C=1Cl>CO>[N:11]1[CH:16]=[CH:15][C:14]([C:17]2[NH:10][C:1](=[O:9])[C:2]3[C:3](=[CH:5][CH:6]=[CH:7][CH:8]=3)[N:4]=2)=[CH:13][CH:12]=1. Procedure details: To a flask of anthranilamide (1 mmol) was added 4-pyridine carboxaldehyde (1 mmol) to form a paste. Followed by the careful addition of 2,3 dichloro-5,6-dicyano-1,4-benzoquinone, (0.5 mmol), the well blended mixture was microwaved in a beaker with silica for 9 min. To the resultant solid was added methanol with subsequent sonication. The collected filtrate was concentrated and dried in vacuo to afford the desired product as a brown solid (85% yield). 1H NMR (400 MHz, d6-DMSO): δ 12.80 (br s, 1H)... The reactants are C(C)(=O)C1(CCC1)C1=CC(=C(C=C1)Cl)Cl (1-Acetyl-1-(3,4-dichlorophenyl)cyclobutane), C(=O)N (formamide). The solvent is C(=O)O (formic acid). Reaction conditions: temperature 180 celsius. The product is C(=O)NC(C)C1(CCC1)C1=CC(=C(C=C1)Cl)Cl (N-formyl-1-[1-(3,4-dichlorophenyl)cyclobutyl]ethylamine). Reaction SMILES: [C:1]([C:4]1([C:8]2[CH:13]=[CH:12][C:11]([Cl:14])=[C:10]([Cl:15])[CH:9]=2)[CH2:7][CH2:6][CH2:5]1)(=O)[CH3:2].[CH:16]([NH2:18])=[O:17]>C(O)=O>[CH:16]([NH:18][CH:1]([C:4]1([C:8]2[CH:13]=[CH:12][C:11]([Cl:14])=[C:10]([Cl:15])[CH:9]=2)[CH2:7][CH2:6][CH2:5]1)[CH3:2])=[O:17]. Procedure: 1-Acetyl-1-(3,4-dichlorophenyl)cyclobutane (9.1 g) prepared as above, formamide (6.5 ml) and 98% formic acid (3 ml) were heated at 180° C. for sixteen hours to give N-formyl-1-[1-(3,4-dichlorophenyl)cyclobutyl]ethylamine. Concentrated hydrochloric acid (20 ml) was added and the mixture heated under reflux for three hours. The solution was then cooled, washed with ether and sodium hydroxide solution added. The product was extracted with ether, and the ether extract washed with water, dried and ev... Reactants: FC(S(=O)(=O)OC(=C)C(CC(C)C)CO)(F)F (3-(hydroxymethyl)-5-methylhex-1-ene-2-yl trifluoromethanesulfonate), [NH4+].[Cl-] (NH4Cl), [Li+].[Cl-] (LiCl), [Si](C)(C)(C)C[Mg]Cl (TMSCH2MgCl). The reagents and catalysts are C=1C=CC(=CC1)[P](C=2C=CC=CC2)(C=3C=CC=CC3)[Pd]([P](C=4C=CC=CC4)(C=5C=CC=CC5)C=6C=CC=CC6)([P](C=7C=CC=CC7)(C=8C=CC=CC8)C=9C=CC=CC9)[P](C=1C=CC=CC1)(C=1C=CC=CC1)C=1C=CC=CC1 (Pd(PPh3)4). Run in CCOCC (Et2O), CCOCC (Et2O). Run at temperature 0 celsius, time 10 minute. Product: CC(CC(CO)C(=C)C[Si](C)(C)C)C (4-methyl-2-(3-(trimethylsilyl)prop-1-ene-2-yl)pentan-1-ol). Isolated yield 94.1%. Reaction SMILES: [Li+].[Cl-].FC(F)(F)S(O[C:9]([CH:11]([CH2:16][OH:17])[CH2:12][CH:13]([CH3:15])[CH3:14])=[CH2:10])(=O)=O.[Si:20]([CH2:24][Mg]Cl)([CH3:23])([CH3:22])[CH3:21].[NH4+].[Cl-]>CCOCC.C1C=CC([P]([Pd]([P](C2C=CC=CC=2)(C2C=CC=CC=2)C2C=CC=CC=2)([P](C2C=CC=CC=2)(C2C=CC=CC=2)C2C=CC=CC=2)[P](C2C=CC=CC=2)(C2C=CC=CC=2)C2C=CC=CC=2)(C2C=CC=CC=2)C2C=CC=CC=2)=CC=1>[CH3:14][CH:13]([CH3:15])[CH2:12][CH:11]([C:9]([CH2:21][Si:20]([CH3:24])([CH3:23])[CH3:22])=[CH2:10])[CH2:16][OH:17] |f:0.1,4.5,^1:37,39,58,77|. Procedure details: LiCl (7.00 mg, 0.159 mmol) and Pd(PPh3)4 (2.30 mg, 0.002 mmol) were added to anhydrous Et2O (1 mL), and then the resulting solution was cooled to 0° C. A solution obtained by dissolving 3-(hydroxymethyl)-5-methylhex-1-ene-2-yl trifluoromethanesulfonate (11 mg, 0.0398 mmol) in anhydrous Et2O (1 mL) was slowly added thereto and the resulting solution was stirred for 10 min. TMSCH2MgCl (0.119 mL, 0.119 mmol, 1.0 M/Et2O solution) was slowly added thereto, the resulting solution was stirred for 1 hr,... Reactants: [H-].[Na+] (NaH), FC=1C=C2C(=NC1CNC(OC(C)(C)C)=O)C=CN2COCC[Si](C)(C)C (tert-butyl (6-fluoro-1-((2-(trimethylsilyl)ethoxy)methyl)-1H-pyrrolo[3,2-b]pyridin-5-yl)methylcarbamate), CI (CH3I). The solvent is C1CCOC1 (THF). Reaction conditions: time 30 minute. Yields the product FC=1C=C2C(=NC1CN(C(OC(C)(C)C)=O)C)C=CN2COCC[Si](C)(C)C (tert-butyl (6-fluoro-1-((2-(trimethylsilyl)ethoxy)methyl)-1H-pyrrolo[3,2-b]pyridin-5-yl)methyl(methyl)carbamate). Yield: 65.1%. As a reaction SMILES: [F:1][C:2]1[CH:3]=[C:4]2[N:19]([CH2:20][O:21][CH2:22][CH2:23][Si:24]([CH3:27])([CH3:26])[CH3:25])[CH:18]=[CH:17][C:5]2=[N:6][C:7]=1[CH2:8][NH:9][C:10](=[O:16])[O:11][C:12]([CH3:15])([CH3:14])[CH3:13].[H-].[Na+].[CH3:30]I>C1COCC1>[F:1][C:2]1[CH:3]=[C:4]2[N:19]([CH2:20][O:21][CH2:22][CH2:23][Si:24]([CH3:27])([CH3:26])[CH3:25])[CH:18]=[CH:17][C:5]2=[N:6][C:7]=1[CH2:8][N:9]([CH3:30])[C:10](=[O:16])[O:11][C:12]([CH3:15])([CH3:14])[CH3:13] |f:1.2|. Procedure: To a mixture of tert-butyl (6-fluoro-1-((2-(trimethylsilyl)ethoxy)methyl)-1H-pyrrolo[3,2-b]pyridin-5-yl)methylcarbamate (300 mg, 0.75 mmol) in THF (5 mL) was added NaH (60% dispersion in mineral oil, 110 mg, 2.25 mmol). After stirring at RT for 30 min, CH3I (320 mg, 2.25 mmol) was added, followed by stirring at RT for 3 h. The reaction mixture was quenched by adding a sat'd. aq.solution of NH4Cl and extracted with EtOAc (30 mL×2). The combined extracts were dried (MgSO4), filtered, and concentra...